From a dataset of the Open Reaction Database (ORD), a public repository of structured organic reaction records. describe an organic reaction: reactants, conditions, products, and yield The reactants are N1C=CC2=CC=CC=C12 (indole), NCCC1=CNC2=CC=CC=C12 (tryptamine), CC(=O)NCCC1=CNC2=C1C=C(C=C2)OC (melatonine), C1(C=2C(C(N1)=O)=CC=CC2)=O.[K] (potassium phthalimide), BrCCCBr (1,3-di-bromopropane). The product is BrCCCC1=C2C(C(=O)NC2=O)=CC=C1 (3-bromopropylphthalimide). As a reaction SMILES: N1C2C(=CC=CC=2)C=C1.NCCC1C2C(=CC=CC=2)NC=1.CC(NCCC1C2C=C(OC)C=CC=2NC=1)=O.[C:39]1(=[O:49])[NH:43][C:42](=[O:44])[C:41]2=[CH:45][CH:46]=[CH:47][CH:48]=[C:40]12.[K].[Br:51][CH2:52][CH2:53][CH2:54]Br>>[Br:51][CH2:52][CH2:53][CH2:54][C:48]1[CH:47]=[CH:46][CH:45]=[C:41]2[C:42]([NH:43][C:39](=[O:49])[C:40]=12)=[O:44] |f:3.4,^1:49|. Reported procedure: A method of synthesizing an indole derivative of the tryptamine type particularly melatonine, comprising the steps of 1) reacting potassium phthalimide and 1,3-di-bromopropane to obtain 3-bromopropylphthalimide; 2) reacting 3-bromopropylphthalimide with sodium acetoacetic ester in ethanol to obtain ethyl-2-acetyl-5-phthalimidopentanoate; 3) reacting the product from step 2) with diazo-p-anisidine to obtain 2-carboxyethyl-3-(2-phthalimidoethyl)-5-methoxy-indole; 4) reacting the 2-carboxyethyl-3-(... Reactants: CP(=O)(C)CN1CCN(CC1)CC1=C(C=C(C=C1)NC(C1=CC(=C(C=C1)C)C#C[Si](C)(C)C)=O)C(F)(F)F (N-[4-({4-[(dimethylphosphoryl)methyl]piperazin-1-yl}methyl)-3-(trifluoromethyl)phenyl]-4-methyl-3-[(trimethylsilyl)ethynyl]benzamide), CCCC[N+](CCCC)(CCCC)CCCC.[F-] (TBAF). Solvent: C1CCOC1 (THF), C1CCOC1 (THF). Conditions: time 1 hour. Yields the product CP(=O)(C)CN1CCN(CC1)CC1=C(C=C(C=C1)NC(C1=CC(=C(C=C1)C)C#C)=O)C(F)(F)F (N-[4-({4-[(dimethylphosphoryl)methyl]piperazin-1-yl}methyl)-3-(trifluoromethyl)phenyl]-3-ethynyl-4-methylbenzamide). RXN SMILES: [CH3:1][P:2]([CH2:5][N:6]1[CH2:11][CH2:10][N:9]([CH2:12][C:13]2[CH:18]=[CH:17][C:16]([NH:19][C:20](=[O:34])[C:21]3[CH:26]=[CH:25][C:24]([CH3:27])=[C:23]([C:28]#[C:29][Si](C)(C)C)[CH:22]=3)=[CH:15][C:14]=2[C:35]([F:38])([F:37])[F:36])[CH2:8][CH2:7]1)([CH3:4])=[O:3].CCCC[N+](CCCC)(CCCC)CCCC.[F-]>C1COCC1>[CH3:1][P:2]([CH2:5][N:6]1[CH2:11][CH2:10][N:9]([CH2:12][C:13]2[CH:18]=[CH:17][C:16]([NH:19][C:20](=[O:34])[C:21]3[CH:26]=[CH:25][C:24]([CH3:27])=[C:23]([C:28]#[CH:29])[CH:22]=3)=[CH:15][C:14]=2[C:35]([F:38])([F:36])[F:37])[CH2:8][CH2:7]1)([CH3:4])=[O:3] |f:1.2|. Reported procedure: To a solution of N-[4-({4-[(dimethylphosphoryl)methyl]piperazin-1-yl}methyl)-3-(trifluoromethyl)phenyl]-4-methyl-3-[(trimethylsilyl)ethynyl]benzamide (4.1 mmol) in THF (15 mL) is added 5 mL of TBAF in THF (1.0M). After stirring at rt for 1 h, the mixture is partitioned between H2O and EtOAc. The combined organic layers are dried over Na2SO4, filtered, and then concentrated on a rotavap and the residue is purified on a silica gel column (eluent: 10% MeOH in CH2Cl2, MeOH is pre-saturated with ammo... Reactants: C1(CCCCC1)C1=C(N(C2=CC(=CC=C12)C(=O)OC)CC(OC)OC)C1=C(C=CC=C1)C=O (Methyl 3-cyclohexyl-1-(2,2-dimethoxyethyl)-2-(2-formylphenyl)-1H-indole-6-carboxylate), Cl.NCC(=O)OC(C)(C)C (tert-butyl glycinate hydrochloride salt), [BH-](OC(=O)C)(OC(=O)C)OC(=O)C.[Na+] (NaBH(OAc)3). The solvent is ClCCCl (DCE). Reaction conditions: time 2 day. The product is C1(CCCCC1)C1=C(N(C2=CC(=CC=C12)C(=O)OC)CC(OC)OC)C1=C(CNCC(=O)OC(C)(C)C)C=CC=C1 (Tert-butyl N-{2-[3-cyclohexyl-1-(2,2-dimethoxyethyl)-6-(methoxycarbonyl)-1H-indol-2-yl]benzyl}glycinate). As a reaction SMILES: [CH:1]1([C:7]2[C:15]3[C:10](=[CH:11][C:12]([C:16]([O:18][CH3:19])=[O:17])=[CH:13][CH:14]=3)[N:9]([CH2:20][CH:21]([O:24][CH3:25])[O:22][CH3:23])[C:8]=2[C:26]2[CH:31]=[CH:30][CH:29]=[CH:28][C:27]=2[CH:32]=O)[CH2:6][CH2:5][CH2:4][CH2:3][CH2:2]1.Cl.[NH2:35][CH2:36][C:37]([O:39][C:40]([CH3:43])([CH3:42])[CH3:41])=[O:38].[BH-](OC(C)=O)(OC(C)=O)OC(C)=O.[Na+]>ClCCCl>[CH:1]1([C:7]2[C:15]3[C:10](=[CH:11][C:12]([C:16]([O:18][CH3:19])=[O:17])=[CH:13][CH:14]=3)[N:9]([CH2:20][CH:21]([O:22][CH3:23])[O:24][CH3:25])[C:8]=2[C:26]2[CH:31]=[CH:30][CH:29]=[CH:28][C:27]=2[CH2:32][NH:35][CH2:36][C:37]([O:39][C:40]([CH3:43])([CH3:42])[CH3:41])=[O:38])[CH2:2][CH2:3][CH2:4][CH2:5][CH2:6]1 |f:1.2,3.4|. Reported procedure: To a solution of methyl 3-cyclohexyl-1-(2,2-dimethoxyethyl)-2-(2-formylphenyl)-1H-indole-6-carboxylate (prepared as described in Example 20, Step 2) in DCE (0.09 M), tert-butyl glycinate hydrochloride salt (1.5 eq) was added followed by NaBH(OAc)3 (3 eq). The solution was stirred at RT for 2 days. The reaction was quenched with aqueous NaHCO3 and extracted with EtOAc (×2). The combined organic phases were washed with brine, dried (Na2SO4), filtered and concentrated in vacuo to give the title com... Reactants: c12c(ccc(c1)Br)nccc2, C1CN(CCN1)CCCCOc1cccc2c1CNC2=O. Reagents/catalysts: c1ccc(cc1)-c2c3ccccc3cc4ccccc24 (9-Phenylanthracene), [Li+].C[Si](C)(C)[N-][Si](C)(C)C (LiHMDS), Xantphos Pd G4. The solvent is C1COCCO1 (Dioxane). Reaction conditions: temperature 110 celsius, time 18 hour. The product is O=C1NCc2c(OCCCCN3CCN(CC3)c4ccc5ncccc5c4)cccc12. RXN SMILES: [O:1]=[C:2]1[c:21]([c:5]2[CH2:4][NH:3]1)[cH:20][cH:19][cH:18][c:6]2[O:7][CH2:8][CH2:9][CH2:10][CH2:11][N:12]3[CH2:17][CH2:16][NH:15][CH2:14][CH2:13]3.Br[c:22]1[cH:31][c:30]([c:25]2[cH:24][cH:23]1)[cH:29][cH:28][cH:27][n:26]2>>[O:1]=[C:2]1[c:21]([c:5]2[CH2:4][NH:3]1)[cH:20][cH:19][cH:18][c:6]2[O:7][CH2:8][CH2:9][CH2:10][CH2:11][N:12]3[CH2:17][CH2:16][N:15]([c:22]4[cH:31][c:30]([c:25]5[cH:24][cH:23]4)[cH:29][cH:28][cH:27][n:26]5)[CH2:14][CH2:13]3. Starting materials: [N+](=O)([O-])C1=CC=C(C(C(=O)O)=C1)O (5-nitrosalicylic acid). The solvent is S(=O)(Cl)Cl (Thionyl chloride). Reaction conditions: time 8 hour. Yields the product C1(CCCCC1)NC(C=1C(O)=CC=C(C1)[N+](=O)[O-])=O (N-cyclohexyl-5-nitrosalicylamide). Yield: 191.2%. RXN SMILES: [N+:1]([C:4]1[CH:12]=[C:8]([C:9]([OH:11])=O)[C:7]([OH:13])=[CH:6][CH:5]=1)([O-:3])=[O:2]>S(Cl)(Cl)=O>[CH:4]1([NH:1][C:9](=[O:11])[C:8]2[C:7](=[CH:6][CH:5]=[C:4]([N+:1]([O-:3])=[O:2])[CH:12]=2)[OH:13])[CH2:12][CH2:8][CH2:7][CH2:6][CH2:5]1. Reported procedure: Thionyl chloride (20 ml) was added to 5-nitrosalicylic acid (5 g). The mixture was heated under reflux for 2 hr. Thionyl chloride was removed by distillation under the reduced pressure. Toluene was added to the residue, and the mixture was concentrated. This procedure was repeated twice. The residue was dissolved in methylene chloride (40 ml). Cyclohexylamine (9.4 ml) was added under ice cooling to the solution. The mixture was stirred at room temperature overnight. The reaction solution was dil... Starting materials: NC1(CCCCC1)C(=O)O (1-aminocyclohexane carboxylic acid), C(=O)(OCC1C2=CC=CC=C2C2=CC=CC=C12)Cl (FMOC-chloride), C(C)(C)N(CC)C(C)C (Diisopropyl-ethylamine), [OH-].[Na+] (NaOH). The solvent is O1CCOCC1 (dioxan), C(Cl)Cl.CO (CH2Cl2 MeOH). Yields the product C(=O)(OCC1C2=CC=CC=C2C2=CC=CC=C12)C1C(CCCC1)(C(=O)O)N (FMOC-1-aminocyclohexane carboxylic acid). Reaction SMILES: [NH2:1][C:2]1([C:8]([OH:10])=[O:9])[CH2:7][CH2:6][CH2:5][CH2:4][CH2:3]1.[C:11](Cl)([O:13][CH2:14][CH:15]1[C:27]2[C:22](=[CH:23][CH:24]=[CH:25][CH:26]=2)[C:21]2[C:16]1=[CH:17][CH:18]=[CH:19][CH:20]=2)=[O:12].C(N(C(C)C)CC)(C)C.[OH-].[Na+]>O1CCOCC1.C(Cl)Cl.CO>[C:11]([CH:3]1[CH2:4][CH2:5][CH2:6][CH2:7][C:2]1([NH2:1])[C:8]([OH:10])=[O:9])([O:13][CH2:14][CH:15]1[C:16]2[C:21](=[CH:20][CH:19]=[CH:18][CH:17]=2)[C:22]2[C:27]1=[CH:26][CH:25]=[CH:24][CH:23]=2)=[O:12] |f:3.4,6.7|. Procedure: The title compound is prepared from 1-aminocyclohexane carboxylic acid (700 mmol), FMOC-chloride (770 mmol), Diisopropyl-ethylamine (770 mmol) and 770 ml NaOH 1N in 950 ml dioxan by conventional methods. Mp. 180-182° C.; Rf=0.21 (CH2Cl2/MeOH=95:5)